This data is from the Open Reaction Database (ORD), a public repository of structured organic reaction records. The task is: describe an organic reaction: reactants, conditions, products, and yield The reactants are [OH-].[K+] (potassium hydroxide), CC(CC=1N=C(N(C1)S(=O)(=O)N(C)C)C(C1(SCCCS1)C1=CC=C(C=C1)C1=NC=CC=C1)O)(C)C (4-(2,2-dimethylpropyl)-2-{hydroxy[2-(4-pyridin-2-ylphenyl)-1,3-dithian-2-yl]methyl}-N,N-dimethyl-1H-imidazole-1-sulfonamide). Reagents/catalysts: [Ni] (Nickel). Solvent: C(C)O (ethanol). Run at time 8 hour. The product is CC(CC=1N=C(N(C1)S(=O)(=O)N(C)C)C(CC1=CC=C(C=C1)C1=NC=CC=C1)O)(C)C (4-(2,2-dimethyl-propyl)-2-[1-hydroxy-2-(4-pyridin-2-ylphenyl)ethyl]-N,N-dimethyl-1H-imidazole-1-sulfonamide). As a reaction SMILES: [OH-].[K+].[CH3:3][C:4]([CH3:38])([CH3:37])[CH2:5][C:6]1[N:7]=[C:8]([CH:17]([OH:36])[C:18]2([C:24]3[CH:29]=[CH:28][C:27]([C:30]4[CH:35]=[CH:34][CH:33]=[CH:32][N:31]=4)=[CH:26][CH:25]=3)SCCCS2)[N:9]([S:11]([N:14]([CH3:16])[CH3:15])(=[O:13])=[O:12])[CH:10]=1>C(O)C.[Ni]>[CH3:3][C:4]([CH3:38])([CH3:37])[CH2:5][C:6]1[N:7]=[C:8]([CH:17]([OH:36])[CH2:18][C:24]2[CH:25]=[CH:26][C:27]([C:30]3[CH:35]=[CH:34][CH:33]=[CH:32][N:31]=3)=[CH:28][CH:29]=2)[N:9]([S:11]([N:14]([CH3:16])[CH3:15])(=[O:13])=[O:12])[CH:10]=1 |f:0.1|. Reported procedure: Rainey Nickel (600 mg) followed by 1 M aqueous potassium hydroxide (1 mL) were added to an ambient temperature solution of 4-(2,2-dimethylpropyl)-2-{hydroxy[2-(4-pyridin-2-ylphenyl)-1,3-dithian-2-yl]methyl}-N,N-dimethyl-1H-imidazole-1-sulfonamide (21 mg, 0.04 mmol) in ethanol (2 mL). After stirring at ambient temperature overnight, the reaction mixture was filtered through celite and concentrated in vacuo. Prep plate chromatography (70% ethyl acetate/hexane) afforded 4-(2,2-dimethyl-propyl)-2-[1...